From a dataset of the Open Reaction Database (ORD), a public repository of structured organic reaction records. describe an organic reaction: reactants, conditions, products, and yield Starting materials: C(C)OC(C(C)OC1=C(C=C(C=C1)C1OCCO1)[N+](=O)[O-])=O (2-(4-(1,3-dioxolan-2-yl)-2-nitrophenoxy)propionic acid ethyl ester), O (water), O (water). Reagents/catalysts: [Fe] (iron). Solvent: C(C)(=O)O (acetic acid). Conditions: time 2 hour. The product is C(=O)C=1C=CC2=C(NC(C(O2)C)=O)C1 (6-Formyl-2-methyl-2H-1,4-benzoxazin-3-one). The yield is 97.2%. As a reaction SMILES: C([O:3][C:4](=O)[CH:5]([O:7][C:8]1[CH:13]=[CH:12][C:11]([CH:14]2OCC[O:15]2)=[CH:10][C:9]=1[N+:19]([O-])=O)[CH3:6])C.O>C(O)(=O)C.[Fe]>[CH:14]([C:11]1[CH:12]=[CH:13][C:8]2[O:7][CH:5]([CH3:6])[C:4](=[O:3])[NH:19][C:9]=2[CH:10]=1)=[O:15]. Procedure: 28.8 g of pulverized iron is added in portions to 34 g of 2-(4-(1,3-dioxolan-2-yl)-2-nitrophenoxy)propionic acid ethyl ester in 360 ml of glacial acetic acid with 80 ml of water while being cooled in an ice bath. The mixture is hot. After 2 hours, it is poured onto 1 l of water, extracted with ethyl acetate, and the organic phase is washed with brine. It is dried with magnesium sulfate and concentrated by evaporation. 20.3 g of brownish solid results.